From a dataset of the Open Reaction Database (ORD), a public repository of structured organic reaction records. describe an organic reaction: reactants, conditions, products, and yield Yields the product C(C)(C)(C)OC(=O)N1C[C@H](N([C@H](C1)C)CC1=CC=CC=C1)C (cis-1-tert-butoxycarbonyl-3,5-dimethyl-4-benzyl piperazine). Reaction SMILES: [C:1]([O:5][C:6]([N:8]1[CH2:13][C@H:12]([CH3:14])[NH:11][C@H:10]([CH3:15])[CH2:9]1)=[O:7])([CH3:4])([CH3:3])[CH3:2].C(=O)([O-])[O-].[K+].[K+].[CH2:22](Br)[C:23]1[CH:28]=[CH:27][CH:26]=[CH:25][CH:24]=1.O>CN(C)C=O>[C:1]([O:5][C:6]([N:8]1[CH2:13][C@H:12]([CH3:14])[N:11]([CH2:22][C:23]2[CH:28]=[CH:27][CH:26]=[CH:25][CH:24]=2)[C@H:10]([CH3:15])[CH2:9]1)=[O:7])([CH3:4])([CH3:2])[CH3:3] |f:1.2.3|. Reaction conditions: temperature 120 celsius, time 16 hour. Run in CN(C=O)C (N,N-dimethylformamide). Reactants: O (water), C(C)(C)(C)OC(=O)N1C[C@H](N[C@H](C1)C)C (cis-1-tert-butoxycarbonyl-3,5-dimethyl piperazine), C([O-])([O-])=O.[K+].[K+] (potassium carbonate), C(C1=CC=CC=C1)Br (benzyl bromide). Procedure details: To a suspension of 10 g (46.66 mmol.) of cis-1-tert-butoxycarbonyl-3,5-dimethyl piperazine and 12.90 g (93.3 mmol.) of potassium carbonate in N,N-dimethylformamide (100 ml) was added, at room temperature, 11.97 g (70 mmol.) of benzyl bromide. The mixture was stirred for 16 hours at 120° C. To the reaction system was added water, which was subjected to extraction with ethyl acetate. The organic layer was washed with a saturated aqueous saline solution, which was dried over magnesium sulfate, foll... The reactants are COC(=O)COc1ccccc1OCC(=O)OC, CC(C)(C)[O-], CC(=O)O, CS(C)=O, [K+], O. The product is COC(=O)C1Oc2ccccc2OCC1=O. RXN SMILES: [C:7](=[O:8])([O:9][CH3:10])[CH2:11][O:12][c:13]1[c:14]([O:19][CH2:20][C:21](=[O:22])[O:23][CH3:24])[cH:15][cH:16][cH:17][cH:18]1.[CH3:1][C:2]([CH3:3])([O-:4])[CH3:5].[CH3:25][C:26](=[O:27])[OH:28].[CH3:30][S:31]([CH3:32])=[O:33].[K+:6].[OH2:29]>>[C:7]1(=[O:8])[CH2:11][O:12][c:13]2[c:14]([cH:15][cH:16][cH:17][cH:18]2)[O:19][CH:20]1[C:21](=[O:22])[O:23][CH3:24]. Product: [N+](=O)([O-])C=1C=C(C=C(C(=O)OC)C(=O)OC)C=CC1 (Dimethyl 3-nitrobenzylidenemalonate). Reported procedure: 75.5 g (500 millimoles) of 3-nitrobenzaldehyde and 73 g (550 millimoles) of dimethyl malonate were stirred for 4 hours at 60° C., similarly to Example 9. After the addition of 5 ml of glacial acetic acid, the mixture was worked up in a conventional manner. The product of melting point 78°-80° C. was obtained in 96% yield. RXN SMILES: [N+:1]([C:4]1[CH:5]=[C:6]([CH:9]=[CH:10][CH:11]=1)[CH:7]=O)([O-:3])=[O:2].[C:12]([O:19][CH3:20])(=[O:18])[CH2:13][C:14]([O:16][CH3:17])=[O:15]>C(O)(=O)C>[N+:1]([C:4]1[CH:5]=[C:6]([CH:9]=[CH:10][CH:11]=1)[CH:7]=[C:13]([C:12]([O:19][CH3:20])=[O:18])[C:14]([O:16][CH3:17])=[O:15])([O-:3])=[O:2]. Yield: 96.0%. The solvent is C(C)(=O)O (acetic acid). Starting materials: [N+](=O)([O-])C=1C=C(C=O)C=CC1 (3-nitrobenzaldehyde), C(CC(=O)OC)(=O)OC (dimethyl malonate). The reactants are C1(=CC=CC=C1)C=1N=C(OC1C1=CC=CC=C1)C=1C(CCC1)CC=1C=C(C(=O)OC)C=CC1 (methyl 3-{[2-(4,5-diphenyloxazol-2-yl)-2-cyclopenten-1-yl]methyl}benzoate), [OH-].[Na+] (sodium hydroxide). Solvent: CO (methanol). Run at time 8 hour. Product: C1(=CC=CC=C1)C=1N=C(OC1C1=CC=CC=C1)C=1C(CCC1)CC=1C=C(C(=O)O)C=CC1 (3-{[2-(4,5-diphenyloxazol-2-yl)-2-cyclopenten-1-yl]methyl}-benzoic acid). The yield is 91.6%. As a reaction SMILES: [C:1]1([C:7]2[N:8]=[C:9]([C:18]3[CH:19]([CH2:23][C:24]4[CH:25]=[C:26]([CH:31]=[CH:32][CH:33]=4)[C:27]([O:29]C)=[O:28])[CH2:20][CH2:21][CH:22]=3)[O:10][C:11]=2[C:12]2[CH:17]=[CH:16][CH:15]=[CH:14][CH:13]=2)[CH:6]=[CH:5][CH:4]=[CH:3][CH:2]=1.[OH-].[Na+]>CO>[C:1]1([C:7]2[N:8]=[C:9]([C:18]3[CH:19]([CH2:23][C:24]4[CH:25]=[C:26]([CH:31]=[CH:32][CH:33]=4)[C:27]([OH:29])=[O:28])[CH2:20][CH2:21][CH:22]=3)[O:10][C:11]=2[C:12]2[CH:17]=[CH:16][CH:15]=[CH:14][CH:13]=2)[CH:2]=[CH:3][CH:4]=[CH:5][CH:6]=1 |f:1.2|. Reported procedure: To a methanol solution (7 ml) of methyl 3-{[2-(4,5-diphenyloxazol-2-yl)-2-cyclopenten-1-yl]methyl}benzoate (1.15 g) was added 1N aqueous sodium hydroxide solution (4 ml). The solution was stirred overnight at room temperature. The solvent was evaporated in vacuo and the residue was partitioned between ethyl acetate and 1N hydrochloric acid. The organic layer was washed with brine. After dried over MgSO4, the organic solvent was evaporated in vacuo to afford 3-{[2-(4,5-diphenyloxazol-2-yl)-2-cycl... The reactants are [Si](C)(C)(C(C)(C)C)O[C@H]([C@H](CO)C)[C@@H]1N(C(OC1)(C)C)C(=O)OC(C)(C)C ((R)-tert-butyl 4-((1R,2S)-1-(tert-butyldimethylsilyloxy)-3-hydroxy-2-methylpropyl)-2,2-dimethyloxazolidine-3-carboxylate), CC(C)OC(=O)/N=N/C(=O)OC(C)C (DIAD), C1=CC=C(C=C1)P(C2=CC=CC=C2)C3=CC=CC=C3 (PPh3), C=1C=CC(=CC1)P(=O)(C=2C=CC=CC2)N=[N+]=[N-] (DPPA). Run in C1CCOC1 (THF). Run at time 8 hour. Product: N(=[N+]=[N-])C[C@@H]([C@@H](O[Si](C)(C)C(C)(C)C)[C@@H]1N(C(OC1)(C)C)C(=O)OC(C)(C)C)C ((R)-tert-butyl 4-((1R,2S)-3-azido-1-(tert-butyldimethylsilyloxy)-2-methylpropyl)-2,2-dimethyloxazolidine-3-carboxylate). The yield is 86.0%. Reaction SMILES: [Si:1]([O:8][C@@H:9]([C@H:14]1[CH2:18][O:17][C:16]([CH3:20])([CH3:19])[N:15]1[C:21]([O:23][C:24]([CH3:27])([CH3:26])[CH3:25])=[O:22])[C@@H:10]([CH3:13])[CH2:11]O)([C:4]([CH3:7])([CH3:6])[CH3:5])([CH3:3])[CH3:2].CC(OC(/N=N/C(OC(C)C)=O)=O)C.C1C=CC(P(C2C=CC=CC=2)C2C=CC=CC=2)=CC=1.C1C=CC(P([N:75]=[N+:76]=[N-:77])(C2C=CC=CC=2)=O)=CC=1>C1COCC1>[N:75]([CH2:11][C@H:10]([CH3:13])[C@H:9]([C@H:14]1[CH2:18][O:17][C:16]([CH3:20])([CH3:19])[N:15]1[C:21]([O:23][C:24]([CH3:27])([CH3:26])[CH3:25])=[O:22])[O:8][Si:1]([C:4]([CH3:7])([CH3:6])[CH3:5])([CH3:3])[CH3:2])=[N+:76]=[N-:77]. Procedure: To a solution of (R)-tert-butyl 4-((1R,2S)-1-(tert-butyldimethylsilyloxy)-3-hydroxy-2-methylpropyl)-2,2-dimethyloxazolidine-3-carboxylate (1.0 equiv.), DIAD (2.0 equiv.), and PPh3 (2.0 equiv.) in THF (0.18 M) was added DPPA (2.0 equiv., 1M solution in THF). The reaction mixture was stirred at room temperature overnight. Upon removal of the volatiles under vacuo, the residue was purified by silica gel column chromatography eluting with ethyl acetate and hexanes (1:6) to give (R)-tert-butyl 4-((1R... As a reaction SMILES: [CH3:1][N:2]1[CH2:7][CH2:6][N:5]([CH2:8][C:9]([N:11]2[C:17]3[CH:18]=[CH:19][CH:20]=[CH:21][C:16]=3[N:15]3[C:22](=[O:25])[NH:23][N:24]=[C:14]3[C:13]3[CH:26]=[CH:27][CH:28]=[N:29][C:12]2=3)=[O:10])[CH2:4][CH2:3]1.[H-].[Na+].[N:32]1([CH2:37][CH2:38][CH2:39]Cl)[CH2:36][CH2:35][CH2:34][CH2:33]1>CN(C)C=O.C1(C)C(C)=CC=CC=1>[N:32]1([CH2:37][CH2:38][CH2:39][N:23]2[C:22](=[O:25])[N:15]3[C:16]4[CH:21]=[CH:20][CH:19]=[CH:18][C:17]=4[N:11]([C:9](=[O:10])[CH2:8][N:5]4[CH2:4][CH2:3][N:2]([CH3:1])[CH2:7][CH2:6]4)[C:12]4[N:29]=[CH:28][CH:27]=[CH:26][C:13]=4[C:14]3=[N:24]2)[CH2:36][CH2:35][CH2:34][CH2:33]1 |f:1.2|. Procedure details: In the manner given in Example 25, to 2,9-dihydro-9-[(4-methylpiperazino)acetyl]-3H-pyrido[3,2-c]-s-triazolo[4,3-a][1,5]benzodiazepin-3-one in dimethylformamide is added a solution of sodium hydride in mineral oil. The mixture is allowed to react at about 95° C. for 40 minutes and after cooling (3-pyrrolidinopropyl)chloride in xylene is added. The mixture is kept at 95°-100°C. for a period of 22 hours, evaporated and worked up as in example 25 to give 2,9-dihydro-2-(3-pyrrolidinopropyl)-9-[(4-me... Yields the product N1(CCCC1)CCCN1N=C2N(C3=C(N(C4=C2C=CC=N4)C(CN4CCN(CC4)C)=O)C=CC=C3)C1=O (2,9-dihydro-2-(3-pyrrolidinopropyl)-9-[(4-methylpiperazino)acetyl]-3H-pyrido[3,2-c]-s-triazolo[4,3-a][1,5]benzodiazepin-3-one). Starting materials: CN1CCN(CC1)CC(=O)N1C2=C(C=3N(C4=C1C=CC=C4)C(NN3)=O)C=CC=N2 (2,9-dihydro-9-[(4-methylpiperazino)acetyl]-3H-pyrido[3,2-c]-s-triazolo[4,3-a][1,5]benzodiazepin-3-one), [H-].[Na+] (sodium hydride), N1(CCCC1)CCCCl ((3-pyrrolidinopropyl)chloride). Conditions: time 22 hour. Run in CN(C=O)C (dimethylformamide), C=1(C(=CC=CC1)C)C (xylene).